Dataset: the Open Reaction Database (ORD), a public repository of structured organic reaction records. Task: describe an organic reaction: reactants, conditions, products, and yield As a reaction SMILES: [CH3:1][N:2]1[C:10]2[C:9](=[O:11])[N:8]=[C:7]([C:12]3[C:13](C4C=CC(OCC)=CC=4)=[C:14]([S:18](Cl)(=[O:20])=[O:19])[CH:15]=[CH:16][CH:17]=3)[NH:6][C:5]=2[C:4]([CH2:31][CH2:32][CH3:33])=[N:3]1.[OH-].[Na+].[CH3:36][N:37]1[CH2:42][CH2:41][NH:40][CH2:39][CH2:38]1.[CH3:43][C:44](C)=[O:45]>>[CH3:33][CH2:32][CH2:31][C:4]1[C:5]2[N:6]=[C:7]([C:12]3[CH:13]=[C:14]([S:18]([N:40]4[CH2:41][CH2:42][N:37]([CH3:36])[CH2:38][CH2:39]4)(=[O:19])=[O:20])[CH:15]=[CH:16][C:17]=3[O:45][CH2:44][CH3:43])[NH:8][C:9](=[O:11])[C:10]=2[N:2]([CH3:1])[N:3]=1 |f:1.2|. Reactants: [OH-].[Na+] (NaOH), CN1N=C(C=2NC(=NC(C21)=O)C=2C(=C(C=CC2)S(=O)(=O)Cl)C2=CC=C(C=C2)OCC)CCC (3-(4,7-dihydro-1-methyl-7-oxo-3-propyl-1H-pyrazolo(4,3-d)pyrimidin-5-yl)-(4-ethoxyphenyl)benzene sulfonyl chloride), CC(=O)C (acetone), CN1CCNCC1 (N-methyl piperazine). Product: CCCC=1C2=C(N(N1)C)C(=O)NC(=N2)C=3C=C(C=CC3OCC)S(=O)(=O)N4CCN(CC4)C (sildenafil). The yield is 88.8%. Reaction conditions: temperature 0 celsius. Procedure details: In a 3-necked flask, 3-(4,7-dihydro-1-methyl-7-oxo-3-propyl-1H-pyrazolo(4,3-d)pyrimidin-5-yl)-(4-ethoxyphenyl)benzene sulfonyl chloride (5 g, 12.2 mmol) was mixed with acetone (100 ml) at room temperature, then aqueous NaOH 47% (0.487 g, 10 mmol) was added. N-methyl piperazine (1.34 g, 11 mmol) was added dropwise. The reaction mixture was stirred for 45 mm, then cooled to 0° C. and filtered. The precipitate was washed with water twice and dried at 50° C. under 10 mm Hg to give sildenafil in a 88... Reactants: FC=1C=C(NC2=NC=NC3=CC=C(C=C23)O)C=CC1SC=1N(C=CN1)C (4-[3-fluoro-4-(1-methylimidazol-2-ylthio)anilino]-6-hydroxyquinazoline), BrCCBr (1,2-dibromoethane). Product: BrCCOC=1C=C2C(=NC=NC2=CC1)NC1=CC(=C(C=C1)SC=1N(C=CN1)C)F (6-(2-bromoethoxy)-4-[3-fluoro-4-(1-methylimidazol-2-ylthio)anilino]quinazoline). Yield: 45.0%. Reaction SMILES: [F:1][C:2]1[CH:3]=[C:4]([CH:17]=[CH:18][C:19]=1[S:20][C:21]1[N:22]([CH3:26])[CH:23]=[CH:24][N:25]=1)[NH:5][C:6]1[C:15]2[C:10](=[CH:11][CH:12]=[C:13]([OH:16])[CH:14]=2)[N:9]=[CH:8][N:7]=1.[Br:27][CH2:28][CH2:29]Br>>[Br:27][CH2:28][CH2:29][O:16][C:13]1[CH:14]=[C:15]2[C:10](=[CH:11][CH:12]=1)[N:9]=[CH:8][N:7]=[C:6]2[NH:5][C:4]1[CH:17]=[CH:18][C:19]([S:20][C:21]2[N:22]([CH3:26])[CH:23]=[CH:24][N:25]=2)=[C:2]([F:1])[CH:3]=1. Procedure: Using an analogous procedure to that described in Example 22, a mixture of 4-[3-fluoro-4-(1-methylimidazol-2-ylthio)anilino]-6-hydroxyquinazoline was reacted with 1,2-dibromoethane to give 6-(2-bromoethoxy)-4-[3-fluoro-4-(1-methylimidazol-2-ylthio)anilino]quinazoline in 45% yield; The reactants are CC1=CC=C(C(=O)Cl)C=C1 (4-methylbenzoyl chloride), solution, ClC=1C(=CC(NC1)=O)O (5-chloro-4-hydroxy-2-pyridone). The solvent is N1=CC=CC=C1 (pyridine). Conditions: time 6 hour. The product is ClC=1C(=CC(=NC1)OC(C1=CC=C(C=C1)C)=O)OC(C1=CC=C(C=C1)C)=O (5-chloro-2,4-di(4-methylbenzoyloxy)-pyridine). As a reaction SMILES: [CH3:1][C:2]1[CH:10]=[CH:9][C:5]([C:6](Cl)=[O:7])=[CH:4][CH:3]=1.[Cl:11][C:12]1[C:13]([OH:19])=[CH:14][C:15](=[O:18])[NH:16][CH:17]=1>N1C=CC=CC=1>[Cl:11][C:12]1[C:13]([O:19][C:6](=[O:7])[C:5]2[CH:9]=[CH:10][C:2]([CH3:1])=[CH:3][CH:4]=2)=[CH:14][C:15]([O:18][C:6](=[O:7])[C:5]2[CH:9]=[CH:10][C:2]([CH3:1])=[CH:3][CH:4]=2)=[N:16][CH:17]=1. Reported procedure: A 2.66 g quantity of 4-methylbenzoyl chloride was added dropwise to 50 ml of a solution of 1.00 g of 5-chloro-4-hydroxy-2-pyridone in pyridine. The mixture was subjected to reaction at room temperature overnight. The pyridine was distilled off and the residue was stirred in ether for 6 hours. The solids thus precipitated were dried, giving 1.71 g of the title compound. The ether was concentrated and the residue was applied to silica gel column chromatography using as an eluent petroleum ether-ch... The reactants are C1(CCCC1)C=1C=C(C#N)C=C(N1)OC (2-cyclopentyl-6-methoxy-isonicotinonitrile), Cl.NO (hydroxylamine hydrochloride), C(=O)(O)[O-].[Na+] (NaHCO3). The solvent is CO (methanol). Conditions: temperature 60 celsius, time 18 hour. Product: C1(CCCC1)C=1C=C(C(=N)NO)C=C(N1)OC (2-Cyclopentyl-N-hydroxy-6-methoxy-isonicotinamidine). Isolated yield 113.1%. Reaction SMILES: [CH:1]1([C:6]2[CH:7]=[C:8]([CH:11]=[C:12]([O:14][CH3:15])[N:13]=2)[C:9]#[N:10])[CH2:5][CH2:4][CH2:3][CH2:2]1.Cl.[NH2:17][OH:18].C([O-])(O)=O.[Na+]>CO>[CH:1]1([C:6]2[CH:7]=[C:8]([CH:11]=[C:12]([O:14][CH3:15])[N:13]=2)[C:9]([NH:17][OH:18])=[NH:10])[CH2:2][CH2:3][CH2:4][CH2:5]1 |f:1.2,3.4|. Procedure: To a solution of 2-cyclopentyl-6-methoxy-isonicotinonitrile (2.09 g, 10.3 mmol) in methanol (100 mL), hydroxylamine hydrochloride (2.15 g, 31.0 mmol) and NaHCO3 (3.04 g, 36.2 mmol) are added. The mixture is stirred at 60° C. for 18 h before it is filtered and the filtrate is concentrated. The residue is dissolved in EA (300 mL) and washed with water (30 mL). The washings are extracted back with EA (4×100 mL) and DCM (4×100 mL). The combined org. extracts are dried over MgSO4, filtered, concentra... Starting materials: C1C(CC12CCC2)(C(=O)OC(C)C)C(=O)OC(C)C (diisopropyl spiro[3.3]heptane-2,2-dicarboxylate), [OH-].[Na+] (NaOH). The solvent is CO (MeOH). Conditions: temperature 50 celsius. The product is C1C(CC12CCC2)(C(=O)O)C(=O)O (spiro[3.3]heptane-2,2-dicarboxylic acid). The yield is 88.8%. As a reaction SMILES: [CH2:1]1[C:4]2([CH2:7][CH2:6][CH2:5]2)[CH2:3][C:2]1([C:14]([O:16]C(C)C)=[O:15])[C:8]([O:10]C(C)C)=[O:9].[OH-].[Na+]>CO>[CH2:1]1[C:4]2([CH2:5][CH2:6][CH2:7]2)[CH2:3][C:2]1([C:14]([OH:16])=[O:15])[C:8]([OH:10])=[O:9] |f:1.2|. Procedure: A solution of diisopropyl spiro[3.3]heptane-2,2-dicarboxylate (2.85 g, 10.62 mmol) in MeOH (20 mL) was treated with 2N NaOH (31.9 mL, 63.7 mmol) and heated at 50° C. overnight. The organics were removed under reduced pressure, the aqueous residue acidified with 3M HCl, cooled to 5° C. and the solid collected via filtration. The filtrate was extracted with DCM (2×), then EtOAc (2×) and the combined organics were dried over Na2SO4, concentrated to dryness and combined with the first solid to affor... The reactants are Clc1cc(Br)ccc1CN1CCCC1, C1CCOC1, [Li]CCCC, O=C1CC(C(=O)O)C1. Yields the product O=C(O)C1CC(O)(c2ccc(CN3CCCC3)c(Cl)c2)C1. As a reaction SMILES: [Br:6][c:7]1[cH:8][c:9]([Cl:19])[c:10]([CH2:11][N:12]2[CH2:13][CH2:14][CH2:15][CH2:16]2)[cH:17][cH:18]1.[CH2:28]1[O:29][CH2:30][CH2:31][CH2:32]1.[CH3:1][CH2:2][CH2:3][CH2:4][Li:5].[O:20]=[C:21]1[CH2:22][CH:23]([C:25](=[O:26])[OH:27])[CH2:24]1>>[c:7]1([C:21]2([OH:20])[CH2:22][CH:23]([C:25](=[O:26])[OH:27])[CH2:24]2)[cH:8][c:9]([Cl:19])[c:10]([CH2:11][N:12]2[CH2:13][CH2:14][CH2:15][CH2:16]2)[cH:17][cH:18]1.